From a dataset of the Open Reaction Database (ORD), a public repository of structured organic reaction records. describe an organic reaction: reactants, conditions, products, and yield Reactants: FC=1C=C(OC2=CC=C(OCCO)C=C2)C=C(C1)F (2-[4-(3,5-difluorophenoxy)phenoxy]ethanol), C1(=CC=C(C=C1)S(=O)(=O)Cl)C (p-toluenesulfonyl chloride), C(C)OCC (Diethyl ether), resultant mixture. Solvent: N1=CC=CC=C1 (pyridine). Reaction conditions: temperature -20 celsius. Yields the product C1(=CC=C(C=C1)S(=O)(=O)OCCOC1=CC=C(C=C1)OC1=CC(=CC(=C1)F)F)C (2-[4-(3,5-difluorophenoxy)phenoxy]ethyl p-toluenesulfonate). Isolated yield 92.8%. As a reaction SMILES: [F:1][C:2]1[CH:3]=[C:4]([CH:16]=[C:17]([F:19])[CH:18]=1)[O:5][C:6]1[CH:15]=[CH:14][C:9]([O:10][CH2:11][CH2:12][OH:13])=[CH:8][CH:7]=1.[C:20]1([CH3:30])[CH:25]=[CH:24][C:23]([S:26](Cl)(=[O:28])=[O:27])=[CH:22][CH:21]=1.C(OCC)C>N1C=CC=CC=1>[C:20]1([CH3:30])[CH:25]=[CH:24][C:23]([S:26]([O:13][CH2:12][CH2:11][O:10][C:9]2[CH:8]=[CH:7][C:6]([O:5][C:4]3[CH:3]=[C:2]([F:1])[CH:18]=[C:17]([F:19])[CH:16]=3)=[CH:15][CH:14]=2)(=[O:28])=[O:27])=[CH:22][CH:21]=1. Procedure details: To a solution of 2-[4-(3,5-difluorophenoxy)phenoxy]ethanol (2.66 g, 10.0 mmol) in pyridine (2.8 g), p-toluenesulfonyl chloride (1.91 g, 10.0 mmol) was gradually added with stirring while cooling at -20° C. and the resultant mixture was allowed to stand in a refrigerator overnight. Diethyl ether was added to the reaction mixture, which was washed with dilute hydrochloric acid until the aqueous layer became acidic, followed by washing with an aqueous sodium bicarbonate solution and a saturated aqu... Reactants: C1(=CC=CC=C1)[C@@H]1N=C(N([C@@H]1C1=CC=CC=C1)C(=O)OC(C)(C)C)SC (cis-4,5-Diphenyl-2-methylthio-4,5-dihydro-imidazole-1-carboxylic acid, tert-butyl ester), CNCC1=CC=CC=C1 (N-methylbenzylamine), CO (MeOH). Run in ClCCl (dichloromethane). Conditions: temperature 95 celsius. The product is C(C)(C)(C)OC(=O)N1C(=N[C@H]([C@H]1C1=CC=CC=C1)C1=CC=CC=C1)N(C)CC1=CC=CC=C1 (2-(N-Methylbenzylamino)-cis-4,5-diphenyl-4,5-dihydro-imidazole-1-carboxylic acid tert-butyl ester). Yield: 22.9%. As a reaction SMILES: [C:1]1([C@H:7]2[C@@H:11]([C:12]3[CH:17]=[CH:16][CH:15]=[CH:14][CH:13]=3)[N:10]([C:18]([O:20][C:21]([CH3:24])([CH3:23])[CH3:22])=[O:19])[C:9](SC)=[N:8]2)[CH:6]=[CH:5][CH:4]=[CH:3][CH:2]=1.[CH3:27][NH:28][CH2:29][C:30]1[CH:35]=[CH:34][CH:33]=[CH:32][CH:31]=1.CO>ClCCl>[C:21]([O:20][C:18]([N:10]1[C@H:11]([C:12]2[CH:17]=[CH:16][CH:15]=[CH:14][CH:13]=2)[C@H:7]([C:1]2[CH:6]=[CH:5][CH:4]=[CH:3][CH:2]=2)[N:8]=[C:9]1[N:28]([CH2:29][C:30]1[CH:35]=[CH:34][CH:33]=[CH:32][CH:31]=1)[CH3:27])=[O:19])([CH3:24])([CH3:23])[CH3:22]. Reported procedure: A mixture of intermediate 59 (0.4 g, 0.00109 mol), N-methylbenzylamine (0.42 mL, 0.00326 mol) and MeOH (0.1 mL) is heated at 95° C. for 2 days. The reaction mixture is cooled to RT, dichloromethane is added and the mixture is purified by chromatography on silica gel; gradient elution with heptane:EtOAc (80:20-75:25) gives 110 mg of the product 81. 1H NMR (CDCl3) δ 7.50-7.20 (m, 6 H), 7.10-6.90 (m, 7 H), 6.90-6.75 (m, 2 H), 5.52 (q, 2 H), 4.84 (d, 1 H), 4.52 (d, 1 H), 2.97 (s, 3 H), 1.45 (s, 9 H)... The reactants are O=C(Nc1ccnc(Br)c1)c1c(Cl)cccc1Cl, O=C([O-])[O-], [Cs+], [Cs+], Cc1ccnc(N)n1, O=C(C=Cc1ccccc1)C=Cc1ccccc1, O=C(C=Cc1ccccc1)C=Cc1ccccc1, O=C(C=Cc1ccccc1)C=Cc1ccccc1, C1COCCO1, [Pd], [Pd]. Product: Cc1ccnc(Nc2cc(NC(=O)c3c(Cl)cccc3Cl)ccn2)n1. As a reaction SMILES: [Br:1][c:2]1[n:3][cH:4][cH:5][c:6]([NH:8][C:9]([c:10]2[c:11]([Cl:17])[cH:12][cH:13][cH:14][c:15]2[Cl:16])=[O:18])[cH:7]1.[C:27](=[O:28])([O-:29])[O-:30].[Cs+:31].[Cs+:32].[NH2:19][c:20]1[n:21][cH:22][cH:23][c:24]([CH3:26])[n:25]1.[O:35]=[C:36]([CH:37]=[CH:38][c:39]1[cH:40][cH:41][cH:42][cH:43][cH:44]1)[CH:45]=[CH:46][c:47]1[cH:48][cH:49][cH:50][cH:51][cH:52]1.[O:53]=[C:54]([CH:55]=[CH:56][c:57]1[cH:58][cH:59][cH:60][cH:61][cH:62]1)[CH:63]=[CH:64][c:65]1[cH:66][cH:67][cH:68][cH:69][cH:70]1.[O:71]=[C:72]([CH:73]=[CH:74][c:75]1[cH:76][cH:77][cH:78][cH:79][cH:80]1)[CH:81]=[CH:82][c:83]1[cH:84][cH:85][cH:86][cH:87][cH:88]1.[O:89]1[CH2:90][CH2:91][O:92][CH2:93][CH2:94]1.[Pd:33].[Pd:34]>>[c:2]1([NH:19][c:20]2[n:21][cH:22][cH:23][c:24]([CH3:26])[n:25]2)[n:3][cH:4][cH:5][c:6]([NH:8][C:9]([c:10]2[c:11]([Cl:17])[cH:12][cH:13][cH:14][c:15]2[Cl:16])=[O:18])[cH:7]1. Starting materials: Cl.CC1=CC=NC=C1C(=O)O (4-Methylnicotinic acid hydrochloride), [H][H] (hydrogen). Isolated yield 112.9%. Reported procedure: 4-Methylnicotinic acid hydrochloride (5.00 g, 36.5 mmol, ASDI) and platinum (IV) oxide (0.35 g, 1.54 mmol) were shaken in AcOH (100 mL) at about 60 psi hydrogen for about 72 h. The reaction mixture was filtered through Celite® and concentrated under reduced pressure to give 4-methylpiperidine-3-carboxylic acid hydrochloride (7.4 g, contained residual AcOH) that was carried forward without additional purification. To a solution of the acid (7.40 g, 36.4 mmol) and NaHCO3 (15.3 g, 182 mmol) in MeCN... The reagents and catalysts are [Pt](=O)=O (platinum (IV) oxide). Run in CC(=O)O (AcOH). As a reaction SMILES: [ClH:1].[CH3:2][C:3]1[C:8]([C:9]([OH:11])=[O:10])=[CH:7][N:6]=[CH:5][CH:4]=1.[H][H]>CC(O)=O.[Pt](=O)=O>[ClH:1].[CH3:2][CH:3]1[CH2:4][CH2:5][NH:6][CH2:7][CH:8]1[C:9]([OH:11])=[O:10] |f:0.1,5.6|. Yields the product Cl.CC1C(CNCC1)C(=O)O (4-methylpiperidine-3-carboxylic acid hydrochloride). Reactants: solution, Cl (HCl), C(C)OCC (diethyl ether), ClC=1C=C(C=CC1Cl)C1=CN=C(N1)C=1C(=NC=CC1)N1CCN(CC1)CCO (2-(4-{-[5(3,4-Dichloro-phenyl)-1H-imidazol-2-yl]-pyridin-2-yl}-piperazin-1-yl)-ethanol), CO (methanol), resultant solution. The product is ClC=1C=C(C=CC1Cl)C1=CN=C(N1)C=1C=CC(=NC1)N1CCN(CC1)CCO (2-(4-{5-[5(3,4-Dichloro-phenyl)-1H-imidazol-2-yl]-pyridin-2-yl}-piperazin-1-yl)-ethanol). Reaction SMILES: [ClH:1].C(O[CH2:5][CH3:6])C.Cl[C:8]1[CH:9]=[C:10]([C:15]2[NH:19][C:18]([C:20]3[C:21](N4CCN(CCO)CC4)=[N:22][CH:23]=[CH:24][CH:25]=3)=[N:17][CH:16]=2)[CH:11]=[CH:12][C:13]=1[Cl:14].[CH3:35][OH:36]>>[Cl:1][C:12]1[CH:11]=[C:10]([C:15]2[NH:19][C:18]([C:20]3[CH:25]=[CH:24][C:23]([N:19]4[CH2:6][CH2:5][N:17]([CH2:18][CH2:35][OH:36])[CH2:16][CH2:15]4)=[N:22][CH:21]=3)=[N:17][CH:16]=2)[CH:9]=[CH:8][C:13]=1[Cl:14]. Reported procedure: A 1N solution of HCl in diethyl ether (0.96 mL, 0.96 mmol) was added via syringe to a solution of 2-(4-{-[5(3,4-Dichloro-phenyl)-1H-imidazol-2-yl]-pyridin-2-yl}-piperazin-1-yl)-ethanol (403 mg, 0.96 mmol) in methanol (10 mL). The resultant solution was stirred for 5 min at ambient temperature and then concentrated to provide 2-(4-{5-[5(3,4-Dichloro-phenyl)-1H-imidazol-2-yl]-pyridin-2-yl}-piperazin-1-yl)-ethanol; hydrochloride (409 mg). MS m/z 418 (M++1 for free base). Starting materials: N#Cc1cccc(Br)c1, [Li]CCCC, CCCCCC, [Cl-], [NH4+], C1CCOC1, O=Cc1cccc(C=Cc2ccc3ccccc3n2)c1. The product is N#Cc1cccc(C(O)c2cccc(C=Cc3ccc4ccccc4n3)c2)c1. Reaction SMILES: [Br:6][c:7]1[cH:8][c:9]([C:10]#[N:11])[cH:12][cH:13][cH:14]1.[CH2:1]([Li:2])[CH2:3][CH2:4][CH3:5].[CH3:37][CH2:38][CH2:39][CH2:40][CH2:41][CH3:42].[Cl-:35].[NH4+:36].[O:43]1[CH2:44][CH2:45][CH2:46][CH2:47]1.[n:15]1[c:16]([CH:25]=[CH:26][c:27]2[cH:28][c:29]([CH:30]=[O:31])[cH:32][cH:33][cH:34]2)[cH:17][cH:18][c:19]2[cH:20][cH:21][cH:22][cH:23][c:24]12>>[c:7]1([CH:30]([c:29]2[cH:28][c:27]([CH:26]=[CH:25][c:16]3[n:15][c:24]4[c:19]([cH:18][cH:17]3)[cH:20][cH:21][cH:22][cH:23]4)[cH:34][cH:33][cH:32]2)[OH:31])[cH:8][c:9]([C:10]#[N:11])[cH:12][cH:13][cH:14]1. Starting materials: CC(=O)O, CCOC(C)=O, C#CCNc1cc(N2C(=O)C3=C(CCCC3)C2=O)c(F)cc1[N+](=O)[O-], [Fe]. The product is C#CCNc1cc(N2C(=O)C3=C(CCCC3)C2=O)c(F)cc1N. As a reaction SMILES: [CH3:26][C:27](=[O:28])[OH:29].[CH3:30][CH2:31][O:32][C:33](=[O:34])[CH3:35].[F:1][c:2]1[c:3]([N:15]2[C:16](=[O:25])[C:17]3=[C:22]([CH2:21][CH2:20][CH2:19][CH2:18]3)[C:23]2=[O:24])[cH:4][c:5]([NH:11][CH2:12][C:13]#[CH:14])[c:6]([N+:8]([O-:9])=[O:10])[cH:7]1.[Fe:36]>>[F:1][c:2]1[c:3]([N:15]2[C:16](=[O:25])[C:17]3=[C:22]([CH2:21][CH2:20][CH2:19][CH2:18]3)[C:23]2=[O:24])[cH:4][c:5]([NH:11][CH2:12][C:13]#[CH:14])[c:6]([NH2:8])[cH:7]1. Reactants: C(C)(C)(C)[C@@H]1CC[C@H](CC1)OC1=CC=C2C=C(N=C(C2=C1)CC1CCCC1)C(=O)O (7-(trans-4-tert-Butyl-cyclohexyloxy)-1-cyclopentylmethyl-isoquinoline-3-carboxylic acid), Cl.COC([C@H](C(C)(C)C)N)=O ((2S)-amino-3,3-dimethyl-butyric acid methyl ester HCL), ester. Product: C(C)(C)(C)[C@@H]1CC[C@H](CC1)OC1=CC=C2C=C(N=C(C2=C1)CC1CCCC1)C(=O)N[C@@H](C(=O)O)C(C)(C)C ((2R)-{[7-(trans-4-tert-Butyl-cyclohexyloxy)-1-cyclopentylmethyl-isoquinoline-3-carbonyl]-amino}-3,3-dimethyl-butyric acid). The yield is 85.1%. Reaction SMILES: [C:1]([C@H:5]1[CH2:10][CH2:9][C@H:8]([O:11][C:12]2[CH:21]=[C:20]3[C:15]([CH:16]=[C:17]([C:28](O)=[O:29])[N:18]=[C:19]3[CH2:22][CH:23]3[CH2:27][CH2:26][CH2:25][CH2:24]3)=[CH:14][CH:13]=2)[CH2:7][CH2:6]1)([CH3:4])([CH3:3])[CH3:2].Cl.C[O:33][C:34](=[O:41])[C@@H:35]([NH2:40])[C:36]([CH3:39])([CH3:38])[CH3:37]>>[C:1]([C@H:5]1[CH2:6][CH2:7][C@H:8]([O:11][C:12]2[CH:21]=[C:20]3[C:15]([CH:16]=[C:17]([C:28]([NH:40][C@H:35]([C:36]([CH3:39])([CH3:38])[CH3:37])[C:34]([OH:33])=[O:41])=[O:29])[N:18]=[C:19]3[CH2:22][CH:23]3[CH2:24][CH2:25][CH2:26][CH2:27]3)=[CH:14][CH:13]=2)[CH2:9][CH2:10]1)([CH3:4])([CH3:2])[CH3:3] |f:1.2|. Reported procedure: 50 mg (0.12) of 7-(4-tert-Butyl-cyclohexyloxy)-1-cyclopentylmethyl-isoquinoline-3-carboxylic acid (Example 430) was reacted with (2S)-amino-3,3-dimethyl-butyric acid methyl ester HCL (24.7 mg, 0.14 mmol) as described in general procedure A. The resulting ester was hydrolyzed by sonication at rt for 3 h and then usual work up as described in general procedure C afforded 54.3 mg of the title compound as a white solid.